This data is from the Open Reaction Database (ORD), a public repository of structured organic reaction records. The task is: describe an organic reaction: reactants, conditions, products, and yield The reactants are [OH-].[Na+] (Sodium hydroxide), COC1=C(C(=C(C(=C1C)C)OC)C)C(CCCCC(C(=O)OCC)(C)C)C1=CC=CC=C1 (ethyl 7-(2,5-dimethoxy-3,4,6-trimethylphenyl)-2,2-dimethyl-7-phenylheptanoate). The solvent is C(C)O (ethanol). Run at temperature 90 celsius, time 15 hour. Product: COC1=C(C(=C(C(=C1C)C)OC)C)C(CCCCC(C(=O)O)(C)C)C1=CC=CC=C1 (7-(2,5-dimethoxy-3,4,6-trimethylphenyl)-2,2-dimethyl-7-phenylheptanoic acid). Isolated yield 98.6%. RXN SMILES: [OH-].[Na+].[CH3:3][O:4][C:5]1[C:10]([CH3:11])=[C:9]([CH3:12])[C:8]([O:13][CH3:14])=[C:7]([CH3:15])[C:6]=1[CH:16]([C:29]1[CH:34]=[CH:33][CH:32]=[CH:31][CH:30]=1)[CH2:17][CH2:18][CH2:19][CH2:20][C:21]([CH3:28])([CH3:27])[C:22]([O:24]CC)=[O:23]>C(O)C>[CH3:3][O:4][C:5]1[C:10]([CH3:11])=[C:9]([CH3:12])[C:8]([O:13][CH3:14])=[C:7]([CH3:15])[C:6]=1[CH:16]([C:29]1[CH:30]=[CH:31][CH:32]=[CH:33][CH:34]=1)[CH2:17][CH2:18][CH2:19][CH2:20][C:21]([CH3:28])([CH3:27])[C:22]([OH:24])=[O:23] |f:0.1|. Procedure: 3N Sodium hydroxide (9 ml) was added to a solution of 1.20 g (2.73 mmole) of ethyl 7-(2,5-dimethoxy-3,4,6-trimethylphenyl)-2,2-dimethyl-7-phenylheptanoate in ethanol (12 ml), followed by stirring at 90° C. overnight (15 hours). After cooling by standing at room temperature, the ethanol was distilled off under reduced pressure, and the residue was made acid by adding a 10% aqueous phosphoric acid solution, followed by extraction of the product with isopropyl ether. The isopropyl ether layer was w... Starting materials: C(C1=CC=CC=C1)(C1=CC=CC=C1)N1CC(C1)OC(C1=C(C=C(C=C1)F)C(F)(F)F)C1=CC=C(C=C1)Cl (1-benzhydryl-3-[2-(trifluoromethyl)-4-fluoro-4′-chlorobenzhydryloxy]azetidine), Cl.ClC1=C(C(C2=CC=C(C=C2)Cl)OC2CNC2)C=CC=C1 (3-(2,4′-dichlorobenzhydryloxy)azetidine hydrochloride). The product is Cl.FC(C1=C(C(C2=CC=C(C=C2)Cl)OC2CNC2)C=CC(=C1)F)(F)F (3-[2-(trifluoromethyl)-4-fluoro-4′-chlorobenzhydryloxy]azetidine hydrochloride). Reaction SMILES: C([N:14]1[CH2:17][CH:16]([O:18][CH:19]([C:31]2[CH:36]=[CH:35][C:34]([Cl:37])=[CH:33][CH:32]=2)[C:20]2[CH:25]=[CH:24][C:23]([F:26])=[CH:22][C:21]=2[C:27]([F:30])([F:29])[F:28])[CH2:15]1)(C1C=CC=CC=1)C1C=CC=CC=1.Cl.ClC1C=CC=CC=1C(OC1CNC1)C1C=CC(Cl)=CC=1>>[ClH:37].[F:30][C:27]([F:28])([F:29])[C:21]1[CH:22]=[C:23]([F:26])[CH:24]=[CH:25][C:20]=1[CH:19]([O:18][CH:16]1[CH2:17][NH:14][CH2:15]1)[C:31]1[CH:36]=[CH:35][C:34]([Cl:37])=[CH:33][CH:32]=1 |f:1.2,3.4|. Procedure: This material was prepared from 1-benzhydryl-3-[2-(trifluoromethyl)-4-fluoro-4′-chlorobenzhydryloxy]azetidine (124) (3.8 mmol) using the procedure described for compound (9) (1.45 g, 97%). Reported procedure: Substantially the same procedure as in Reference Example 13 was repeated using 2-mercaptoethanol (0.82 g) and 2-bromo-3',4',5'-trimethoxyacetophenone (Compound XIa, 2.60 g) obtained in Reference Example 1 to give 2-(2-hydroxyethylthio)-3',4',5'-trimethoxyacetophenone (Compound IX-12, 1.98 g). Product: OCCSCC(=O)C1=CC(=C(C(=C1)OC)OC)OC (2-(2-hydroxyethylthio)-3',4',5'-trimethoxyacetophenone). Starting materials: SCCO (2-mercaptoethanol), BrCC(=O)C1=CC(=C(C(=C1)OC)OC)OC (2-bromo-3',4',5'-trimethoxyacetophenone). RXN SMILES: [SH:1][CH2:2][CH2:3][OH:4].Br[CH2:6][C:7]([C:9]1[CH:14]=[C:13]([O:15][CH3:16])[C:12]([O:17][CH3:18])=[C:11]([O:19][CH3:20])[CH:10]=1)=[O:8]>>[OH:4][CH2:3][CH2:2][S:1][CH2:6][C:7]([C:9]1[CH:10]=[C:11]([O:19][CH3:20])[C:12]([O:17][CH3:18])=[C:13]([O:15][CH3:16])[CH:14]=1)=[O:8]. The yield is 76.9%. The reactants are [Br-], COS(=O)(=O)OC, CCCC[N+](CCCC)(CCCC)CCCC, [Na+], O=C1NCC(CN2C(=O)C3(COc4cc5c(cc43)OCO5)c3ccccc32)O1, C1CCOC1, [OH-]. Product: CN1CC(CN2C(=O)C3(COc4cc5c(cc43)OCO5)c3ccccc32)OC1=O. As a reaction SMILES: [Br-:38].[CH3:31][O:32][S:33]([O:34][CH3:35])(=[O:36])=[O:37].[CH3:39][CH2:40][CH2:41][CH2:42][N+:43]([CH2:44][CH2:45][CH2:46][CH3:47])([CH2:48][CH2:49][CH2:50][CH3:51])[CH2:52][CH2:53][CH2:54][CH3:55].[Na+:30].[O:1]=[C:2]1[O:3][CH:4]([CH2:7][N:8]2[C:9](=[O:28])[C:10]3([CH2:11][O:12][c:13]4[c:14]3[cH:15][c:16]3[c:17]([cH:21]4)[O:18][CH2:19][O:20]3)[c:22]3[cH:23][cH:24][cH:25][cH:26][c:27]32)[CH2:5][NH:6]1.[O:56]1[CH2:57][CH2:58][CH2:59][CH2:60]1.[OH-:29]>>[O:1]=[C:2]1[O:3][CH:4]([CH2:7][N:8]2[C:9](=[O:28])[C:10]3([CH2:11][O:12][c:13]4[c:14]3[cH:15][c:16]3[c:17]([cH:21]4)[O:18][CH2:19][O:20]3)[c:22]3[cH:23][cH:24][cH:25][cH:26][c:27]32)[CH2:5][N:6]1[CH3:31]. The reactants are [Si](C)(C)(C(C)(C)C)OC[C@H]1N(C[C@H](C=C1)O)C(=O)OC(C)(C)C ((2S,5S)-tert-butyl 2-((tert-butyldimethylsilyloxy)methyl)-5-hydroxy-5,6-dihydropyridine-1(2H)-carboxylate), [Si](C)(C)(C(C)(C)C)OC[C@H]1N(C[C@H](C=C1)O)C(=O)OC(C)(C)C ((2S,5S)-tert-butyl 2-((tert-butyldimethylsilyloxy)methyl)-5-hydroxy-5,6-dihydropyridine-1(2H)-carboxylate), C1=CC=C(C=C1)P(C2=CC=CC=C2)C3=CC=CC=C3 (phosphorus triphenyl), C(C=C)ONS(=O)(=O)C1=C(C=C(C=C1)[N+](=O)[O-])[N+](=O)[O-] (N-(allyloxy)-2,4-dinitrobenzenesulfonamide), N(=NC(=O)OC(C)C)C(=O)OC(C)C (diisopropyl azodicarboxylate). Run in C1(=CC=CC=C1)C (toluene). Reaction conditions: time 8 hour. Product: C(C=C)ON(S(=O)(=O)C1=C(C=C(C=C1)[N+](=O)[O-])[N+](=O)[O-])[C@@H]1C=C[C@H](N(C1)C(=O)OC(C)(C)C)CO[Si](C)(C)C(C)(C)C ((2S,5R)-tert-butyl 5-(N-(allyloxy)-2,4-dinitrophenylsulfonamido)-2-((tert-butyldimethylsilyloxy)methyl)-5,6-dihydropyridine-1(2H)-carboxylate). The yield is 96.2%. As a reaction SMILES: [Si:1]([O:8][CH2:9][C@@H:10]1[CH:15]=[CH:14][C@H:13](O)[CH2:12][N:11]1[C:17]([O:19][C:20]([CH3:23])([CH3:22])[CH3:21])=[O:18])([C:4]([CH3:7])([CH3:6])[CH3:5])([CH3:3])[CH3:2].C1C=CC(P(C2C=CC=CC=2)C2C=CC=CC=2)=CC=1.[CH2:43]([O:46][NH:47][S:48]([C:51]1[CH:56]=[CH:55][C:54]([N+:57]([O-:59])=[O:58])=[CH:53][C:52]=1[N+:60]([O-:62])=[O:61])(=[O:50])=[O:49])[CH:44]=[CH2:45].N(C(OC(C)C)=O)=NC(OC(C)C)=O>C1(C)C=CC=CC=1>[CH2:43]([O:46][N:47]([C@H:13]1[CH2:12][N:11]([C:17]([O:19][C:20]([CH3:21])([CH3:23])[CH3:22])=[O:18])[C@H:10]([CH2:9][O:8][Si:1]([C:4]([CH3:6])([CH3:5])[CH3:7])([CH3:3])[CH3:2])[CH:15]=[CH:14]1)[S:48]([C:51]1[CH:56]=[CH:55][C:54]([N+:57]([O-:59])=[O:58])=[CH:53][C:52]=1[N+:60]([O-:62])=[O:61])(=[O:50])=[O:49])[CH:44]=[CH2:45]. Procedure: To a stirred solution of (2S,5S)-tert-butyl 2-((tert-butyldimethylsilyloxy)methyl)-5-hydroxy-5,6-dihydropyridine-1(2H)-carboxylate (Intermediate 125, 17.50 g, 50.94 mmol), phosphorus triphenyl (14.70 g, 56.04 mmol), N-(allyloxy)-2,4-dinitrobenzenesulfonamide (16.22 g, 53.49 mmol) in toluene (380 mL) was added diisopropyl azodicarboxylate (11.03 ml, 56.04 mmol) at room temperature. The reaction mixture was stirred at rt overnight. The mixture was concentrated and the residue was purified by silic... The reactants are CC(C)(C)OC(=O)Nc1cccc(-c2ccc(C=C3SC(=O)NC3=O)cc2)c1, C1COCCO1. The product is CC(C)(C)OC(=O)Nc1cccc(-c2ccc(CC3SC(=O)NC3=O)cc2)c1. RXN SMILES: [O:1]=[C:2]1[S:3][C:4](=[CH:8][c:9]2[cH:10][cH:11][c:12](-[c:15]3[cH:16][c:17]([NH:21][C:22]([O:23][C:24]([CH3:25])([CH3:26])[CH3:27])=[O:28])[cH:18][cH:19][cH:20]3)[cH:13][cH:14]2)[C:5](=[O:7])[NH:6]1.[O:29]1[CH2:30][CH2:31][O:32][CH2:33][CH2:34]1>>[O:1]=[C:2]1[S:3][CH:4]([CH2:8][c:9]2[cH:10][cH:11][c:12](-[c:15]3[cH:16][c:17]([NH:21][C:22]([O:23][C:24]([CH3:25])([CH3:26])[CH3:27])=[O:28])[cH:18][cH:19][cH:20]3)[cH:13][cH:14]2)[C:5](=[O:7])[NH:6]1. Starting materials: C[Si](N[Si](C)(C)C)(C)C (1,1,1,3,3,3-hexamethyldisilazane), triethyl phosphonoacetate, O1CCCC1 (tetrahydrofuran), O1CC(C=2C1=NC=CC2)=O (furo[2,3-b]pyridin-3-one), [H-].[Na+] (sodium hydride), O1CCCC1 (tetrahydrofuran), O (water). Conditions: time 1 hour. The product is C(C)OC(CC1=COC2=NC=CC=C21)=O (Furo[2,3-b]pyridin-3-yl-acetic acid ethyl ester). As a reaction SMILES: [H-].[Na+].C[Si](C)(C)N[Si](C)(C)C.[O:12]1[C:16]2=[N:17][CH:18]=[CH:19][CH:20]=[C:15]2[C:14](=O)[CH2:13]1.[OH2:22].[O:23]1[CH2:27][CH2:26][CH2:25][CH2:24]1>>[CH2:24]([O:23][C:27](=[O:22])[CH2:26][C:14]1[C:15]2[C:16](=[N:17][CH:18]=[CH:19][CH:20]=2)[O:12][CH:13]=1)[CH3:25] |f:0.1|. Reported procedure: To a suspension of 0.325 g (8.14 mmol) of sodium hydride (50% suspension in mineral oil) in 8 ml of anhydrous tetrahydrofuran was added 0.1 ml of 1,1,1,3,3,3-hexamethyldisilazane and 1.81 g (8.14 mmol) of triethyl phosphonoacetate (Aldrich) in 4 ml of anhydrous tetrahydrofuran. The resulting mixture was stirred at room temperature for 1 h, cooled at 0° C. and there was added 1 g (7.4 mmol) of furo[2,3-b]pyridin-3-one (prepared according to J. Het. Chem. 1986, 23, 1465–1469). After being stirred ... Reactants: C(C)S (ethanethiol), COC1=CC=C(C=C1)CC(CC(=O)O)CC(=O)O (3-[(4-methoxyphenyl)methyl]glutaric acid), sodium hydride-paraffin. The solvent is CN(C=O)C (dimethylformamide), CN(C=O)C (dimethylformamide), CN(C=O)C (dimethylformamide). Run at temperature 165 celsius, time 15 minute. Product: OC1=CC=C(C=C1)CC(CC(=O)O)CC(=O)O (3-[(4-hydroxyphenyl)methyl]glutaric acid). Isolated yield 79.4%. RXN SMILES: C(S)C.C[O:5][C:6]1[CH:11]=[CH:10][C:9]([CH2:12][CH:13]([CH2:18][C:19]([OH:21])=[O:20])[CH2:14][C:15]([OH:17])=[O:16])=[CH:8][CH:7]=1>CN(C)C=O>[OH:5][C:6]1[CH:11]=[CH:10][C:9]([CH2:12][CH:13]([CH2:18][C:19]([OH:21])=[O:20])[CH2:14][C:15]([OH:17])=[O:16])=[CH:8][CH:7]=1. Reported procedure: To a stirred suspension of 57% sodium hydride-paraffin (1.4 g) in dry dimethylformamide (30 ml) is added dropwise a solution of ethanethiol (4.0 ml) in dry dimethylformamide (10 ml). After 15 minutes, a solution of 3-[(4-methoxyphenyl)methyl]glutaric acid (800 mg) in dry dimethylformamide (20 ml) is added. The resulting slurry is heated in a bath at 165° C. for 20 hours and evaporated in vacuo. The residue is acidified with 20% hydrochloric acid, extracted with ether and the extracts are discard...